Dataset: the Open Reaction Database (ORD), a public repository of structured organic reaction records. Task: describe an organic reaction: reactants, conditions, products, and yield Reactants: S(=O)(=O)(C1=CC=C(C)C=C1)OCCOC1=CC=C(CC2C(NC(S2)=O)=O)C=C1 (5-[4-(2-Tosyloxyethoxy)Benzyl]-2,4-Thiazolidinedione), [N-]=[N+]=[N-].[Na+] (sodium azide), O (water). Run in CS(=O)C (Dimethylsulphoxide). Reaction conditions: time 18 hour. Product: N(=[N+]=[N-])CCOC1=CC=C(CC2C(NC(S2)=O)=O)C=C1 (5-[4-(2-Azidoethoxy)Benzyl]-2,4-Thiazolidinedione). Reaction SMILES: S(O[CH2:12][CH2:13][O:14][C:15]1[CH:28]=[CH:27][C:18]([CH2:19][CH:20]2[S:24][C:23](=[O:25])[NH:22][C:21]2=[O:26])=[CH:17][CH:16]=1)(C1C=CC(C)=CC=1)(=O)=O.[N-:29]=[N+:30]=[N-:31].[Na+].O>CS(C)=O>[N:29]([CH2:12][CH2:13][O:14][C:15]1[CH:28]=[CH:27][C:18]([CH2:19][CH:20]2[S:24][C:23](=[O:25])[NH:22][C:21]2=[O:26])=[CH:17][CH:16]=1)=[N+:30]=[N-:31] |f:1.2|. Reported procedure: To a solution of 5-[4-(2-Tosyloxyethoxy)Benzyl]-2,4-Thiazolidinedione (12.5 g) in dry Dimethylsulphoxide (80 ml) was added sodium azide (2 g) in one portion. The mixture was stirred at ambient temperature for 18 hours and the resulting solution added to water (250 ml). The aqueous solution was extracted with dichloromethane (2×300 ml) and the combined organic phases were washed with water (3×300 ml), dried (MgSO4), filtered and evaporated to give the title compound as an oil which was used in th... Reactants: COC(=O)C12CCC(C=CCC3(C)OCCO3)(CC1)CC2, CCO, [H][H]. Product: COC(=O)C12CCC(CCCC3(C)OCCO3)(CC1)CC2. As a reaction SMILES: [CH3:1][C:2]1([CH2:7][CH:8]=[CH:9][C:10]23[CH2:11][CH2:12][C:13]([C:18](=[O:19])[O:20][CH3:21])([CH2:14][CH2:15]2)[CH2:16][CH2:17]3)[O:3][CH2:4][CH2:5][O:6]1.[CH3:24][CH2:25][OH:26].[H:22][H:23]>>[CH3:1][C:2]1([CH2:7][CH2:8][CH2:9][C:10]23[CH2:11][CH2:12][C:13]([C:18](=[O:19])[O:20][CH3:21])([CH2:14][CH2:15]2)[CH2:16][CH2:17]3)[O:3][CH2:4][CH2:5][O:6]1.